This data is from the Open Reaction Database (ORD), a public repository of structured organic reaction records. The task is: describe an organic reaction: reactants, conditions, products, and yield The reactants are CCCCO, COC(=O)C1CCC(Oc2cncc(Cl)c2)CC1, Cc1ccccc1, NN, O. As a reaction SMILES: [CH2:22]([OH:23])[CH2:24][CH2:25][CH3:26].[CH3:1][O:2][C:3](=[O:4])[CH:5]1[CH2:6][CH2:7][CH:8]([O:11][c:12]2[cH:13][n:14][cH:15][c:16]([Cl:18])[cH:17]2)[CH2:9][CH2:10]1.[CH3:27][c:28]1[cH:29][cH:30][cH:31][cH:32][cH:33]1.[NH2:20][NH2:21].[OH2:19]>>[O:2]=[C:3]([CH:5]1[CH2:6][CH2:7][CH:8]([O:11][c:12]2[cH:13][n:14][cH:15][c:16]([Cl:18])[cH:17]2)[CH2:9][CH2:10]1)[NH:20][NH2:21]. The product is NNC(=O)C1CCC(Oc2cncc(Cl)c2)CC1. Starting materials: CCOc1cc(C(C)(C)C)ncc1C1=NC(C)(c2ccc(Cl)cc2)C(C)(c2ccc(Cl)cc2)N1C(=O)Cl, C1CC(N2CCOCC2)CCN1. As a reaction SMILES: [C:1]([CH3:2])([CH3:3])([CH3:4])[c:5]1[cH:6][c:7]([O:35][CH2:36][CH3:37])[c:8]([C:11]2=[N:15][C:14]([CH3:16])([c:17]3[cH:18][cH:19][c:20]([Cl:23])[cH:21][cH:22]3)[C:13]([CH3:24])([c:25]3[cH:26][cH:27][c:28]([Cl:31])[cH:29][cH:30]3)[N:12]2[C:32](=[O:33])[Cl:34])[cH:9][n:10]1.[NH:38]1[CH2:39][CH2:40][CH:41]([N:44]2[CH2:45][CH2:46][O:47][CH2:48][CH2:49]2)[CH2:42][CH2:43]1>>[C:1]([CH3:2])([CH3:3])([CH3:4])[c:5]1[cH:6][c:7]([O:35][CH2:36][CH3:37])[c:8]([C:11]2=[N:15][C:14]([CH3:16])([c:17]3[cH:18][cH:19][c:20]([Cl:23])[cH:21][cH:22]3)[C:13]([CH3:24])([c:25]3[cH:26][cH:27][c:28]([Cl:31])[cH:29][cH:30]3)[N:12]2[C:32](=[O:33])[N:38]2[CH2:39][CH2:40][CH:41]([N:44]3[CH2:45][CH2:46][O:47][CH2:48][CH2:49]3)[CH2:42][CH2:43]2)[cH:9][n:10]1. Product: CCOc1cc(C(C)(C)C)ncc1C1=NC(C)(c2ccc(Cl)cc2)C(C)(c2ccc(Cl)cc2)N1C(=O)N1CCC(N2CCOCC2)CC1. The reactants are C1(=CC=CC=C1)C1=NN2C(C=C(C=C2N)C2=CC=NC=C2)=N1 (2-phenyl-7-pyridin-4-yl-[1,2,4]triazolo[1,5-a]pyridin-5-ylamine), ClC(=O)OC1=CC=CC=C1 (phenyl chloroformate). The product is C1(=CC=CC=C1)OC(NC1=CC(=CC=2N1N=C(N2)C2=CC=CC=C2)C2=CC=NC=C2)=O ((2-Phenyl-7-pyridin-4-yl-[1,2,4]triazolo[1,5-a]pyridin-5-yl)-carbamic acid phenyl ester). RXN SMILES: [C:1]1([C:7]2[N:22]=[C:10]3[CH:11]=[C:12]([C:16]4[CH:21]=[CH:20][N:19]=[CH:18][CH:17]=4)[CH:13]=[C:14]([NH2:15])[N:9]3[N:8]=2)[CH:6]=[CH:5][CH:4]=[CH:3][CH:2]=1.Cl[C:24]([O:26][C:27]1[CH:32]=[CH:31][CH:30]=[CH:29][CH:28]=1)=[O:25]>>[C:27]1([O:26][C:24](=[O:25])[NH:15][C:14]2[N:9]3[N:8]=[C:7]([C:1]4[CH:2]=[CH:3][CH:4]=[CH:5][CH:6]=4)[N:22]=[C:10]3[CH:11]=[C:12]([C:16]3[CH:21]=[CH:20][N:19]=[CH:18][CH:17]=3)[CH:13]=2)[CH:32]=[CH:31][CH:30]=[CH:29][CH:28]=1. Reported procedure: The title compound, MS m/e (%): 408 (M+H+, 100), was prepared in accordance with the general method of example 31 from 2-phenyl-7-pyridin-4-yl-[1,2,4]triazolo[1,5-a]pyridin-5-ylamine and phenyl chloroformate. Starting materials: CCN=C=NCCCN(C)C.Cl (WSC.HCl), C1(=CC=CC=C1)N1N=C(C=C1C1=CC(=CC=C1)OC(F)(F)F)N (1-phenyl-5-(3-(trifluoromethoxy)phenyl)-1H-pyrazol-3-ylamine), C[C@@H]1[C@H](CNC1=O)C(=O)O ((3R,4R)-4-methyl-5-oxopyrrolidine-3-carboxylic acid), C=1C=CC2=C(C1)N=NN2O (HOBt). Product: C1(=CC=CC=C1)N1N=C(C=C1C1=CC(=CC=C1)OC(F)(F)F)NC(=O)[C@H]1CNC([C@@H]1C)=O ((3R,4R)-4-Methyl-5-oxopyrrolidine-3-carboxylic acid[1-phenyl-5-(3-(trifluoromethoxy)phenyl)-1H-pyrazol-3-yl]amide). Procedure: To a solution of 1-phenyl-5-(3-(trifluoromethoxy)phenyl)-1H-pyrazol-3-ylamine (79 mg) in N,N-dimethylformamide (0.8 ml) were sequentially added (3R,4R)-4-methyl-5-oxopyrrolidine-3-carboxylic acid (46 mg) prepared in Preparation 1, HOBt.H2O (57 mg) and WSC.HCl (71 mg), and the mixture was stirred at room temperature for 2 hours. To this reaction solution were added water and a saturated aqueous solution of sodium hydrogen carbonate, and the mixture was extracted with ethyl acetate. The separated ... Solvent: O (H2O), CN(C=O)C (N,N-dimethylformamide), O (water). Reaction SMILES: [C:1]1([N:7]2[C:11]([C:12]3[CH:17]=[CH:16][CH:15]=[C:14]([O:18][C:19]([F:22])([F:21])[F:20])[CH:13]=3)=[CH:10][C:9]([NH2:23])=[N:8]2)[CH:6]=[CH:5][CH:4]=[CH:3][CH:2]=1.[CH3:24][C@H:25]1[C:29](=[O:30])[NH:28][CH2:27][C@@H:26]1[C:31](O)=[O:32].C1C=CC2N(O)N=NC=2C=1.CCN=C=NCCCN(C)C.Cl>CN(C)C=O.O>[C:1]1([N:7]2[C:11]([C:12]3[CH:17]=[CH:16][CH:15]=[C:14]([O:18][C:19]([F:22])([F:20])[F:21])[CH:13]=3)=[CH:10][C:9]([NH:23][C:31]([C@@H:26]3[C@@H:25]([CH3:24])[C:29](=[O:30])[NH:28][CH2:27]3)=[O:32])=[N:8]2)[CH:2]=[CH:3][CH:4]=[CH:5][CH:6]=1 |f:3.4|. Isolated yield 57.3%. The reactants are CCC#CCC(C(C)=O)(C(=O)OC)C(CC(=O)OC)C(OC)OC, O=C([O-])O, [O-][Cl+3]([O-])([O-])O, [Na+], C1CCOC1. Product: CCC#CCC(C(C)=O)(C(=O)OC)C(C=O)CC(=O)OC. As a reaction SMILES: [C:1]([CH3:2])(=[O:3])[C:4]([CH:5]([CH2:6][C:7](=[O:8])[O:9][CH3:10])[CH:11]([O:12][CH3:15])[O:13][CH3:14])([CH2:16][C:17]#[C:18][CH2:19][CH3:20])[C:21](=[O:22])[O:23][CH3:24].[C:30](=[O:31])([OH:32])[O-:33].[Cl+3:25]([OH:26])([O-:27])([O-:28])[O-:29].[Na+:34].[O:35]1[CH2:36][CH2:37][CH2:38][CH2:39]1>>[C:1]([CH3:2])(=[O:3])[C:4]([CH:5]([CH2:6][C:7](=[O:8])[O:9][CH3:10])[CH:11]=[O:12])([CH2:16][C:17]#[C:18][CH2:19][CH3:20])[C:21](=[O:22])[O:23][CH3:24]. Reactants: [BH4-], CC(C)[O-], CC(C)[O-], CC(C)[O-], CC(C)[O-], CO, O=C1CCc2cc(OC3CCN(c4ccc(C(F)(F)F)cc4)CC3)ccc21, CC(C)(C)OC(=O)N1CCC(N)CC1, [Na+], [Ti+4]. Yields the product CC(C)(C)OC(=O)N1CCC(NC2CCc3cc(OC4CCN(c5ccc(C(F)(F)F)cc5)CC4)ccc32)CC1. As a reaction SMILES: [BH4-:42].[CH3:44][CH:45]([CH3:46])[O-:47].[CH3:49][CH:50]([CH3:51])[O-:52].[CH3:53][CH:54]([CH3:55])[O-:56].[CH3:57][CH:58]([CH3:59])[O-:60].[CH3:61][OH:62].[F:15][C:16]([c:17]1[cH:18][cH:19][c:20]([N:23]2[CH2:24][CH2:25][CH:26]([O:29][c:30]3[cH:31][c:32]4[c:36]([cH:37][cH:38]3)[C:35](=[O:39])[CH2:34][CH2:33]4)[CH2:27][CH2:28]2)[cH:21][cH:22]1)([F:40])[F:41].[NH2:1][CH:2]1[CH2:3][CH2:4][N:5]([C:8](=[O:9])[O:10][C:11]([CH3:12])([CH3:13])[CH3:14])[CH2:6][CH2:7]1.[Na+:43].[Ti+4:48]>>[NH:1]([CH:2]1[CH2:3][CH2:4][N:5]([C:8](=[O:9])[O:10][C:11]([CH3:12])([CH3:13])[CH3:14])[CH2:6][CH2:7]1)[CH:35]1[CH2:34][CH2:33][c:32]2[cH:31][c:30]([O:29][CH:26]3[CH2:25][CH2:24][N:23]([c:20]4[cH:19][cH:18][c:17]([C:16]([F:15])([F:40])[F:41])[cH:22][cH:21]4)[CH2:28][CH2:27]3)[cH:38][cH:37][c:36]21. Reactants: CS.[Na] (sodium methyl mercaptan), ClC1=C(C(=NC(=N1)OC)OC)SC (6-chloro-2,4-dimethoxy-5-methylthiopyrimidine), N1=CN=CC=C1 (pyrimidine), aqueous solution, resultant mixture. Run in O1CCCC1 (tetrahydrofuran). Yields the product COC1=NC(=C(C(=N1)OC)SC)SC (2,4-dimethoxy-5,6-bis(methylthio)pyrimidine). As a reaction SMILES: Cl[C:2]1[N:7]=[C:6]([O:8][CH3:9])[N:5]=[C:4]([O:10][CH3:11])[C:3]=1[S:12][CH3:13].N1C=CC=NC=1.[CH3:20][SH:21].[Na]>O1CCCC1>[CH3:9][O:8][C:6]1[N:5]=[C:4]([O:10][CH3:11])[C:3]([S:12][CH3:13])=[C:2]([S:21][CH3:20])[N:7]=1 |f:2.3,^1:21|. Procedure details: Into a 100-milliliter, 4-necked flask equipped with a reflux condenser, thermometer and stirrer, were charged 5.51 g of 6-chloro-2,4-dimethoxy-5-methylthiopyrimidine and 50 ml of tetrahydrofuran. After causing the pyrimidine derivative to dissolve completely in the solvent, a 15% aqueous solution of sodium methyl mercaptan (commercially available; product of Tokyo Kasei Kogyo K.K.) was added dropwise and the resultant mixture was refluxed for 5 hours. The reactants are S([O-])(O)=O (bisulfite), S(=O)(O)[O-].[Na+] (sodium hydrogen sulfite), OC1=C(C2=CC(=CC=C2C=C1)O)N=O (2,7-dihydroxy-1-nitrosonaphthalene), oxime, Cl (hydrochloric acid). Solvent: O (water). The product is OC1=C(C2=CC(=CC=C2C(=C1)S(=O)(=O)O)O)N (2,7 -dihydroxy-1-aminonaphthalene-4-sulfonic acid), cycloaliphatic ring. RXN SMILES: [OH:1][C:2]1[CH:11]=[CH:10][C:9]2[C:4](=[CH:5][C:6]([OH:12])=[CH:7][CH:8]=2)[C:3]=1[N:13]=O.[S:15]([O-:18])([OH:17])=[O:16].[Na+].S(=O)(O)[O-].Cl>O>[OH:1][C:2]1[CH:11]=[C:10]([S:15]([OH:18])(=[O:17])=[O:16])[C:9]2[C:4](=[CH:5][C:6]([OH:12])=[CH:7][CH:8]=2)[C:3]=1[NH2:13] |f:1.2|. Procedure details: In the second reaction stage, the 2,7-dihydroxy-1-nitrosonaphthalene (I), which as a rule is still moist with water and reacts in the tautomeric oxime form (Ia), is first suspended, according to Boninger, Chem. Ber. 27, 3050 (1894), in commercially-available 37% aqueous sodium hydrogen sulfite solution and stirred at about 20°-25° C. until it is completely dissolved. The bisulfite addition compound (IIa) thus formed is not isolated, but the brown reaction solution is acidified with hydrochloric ... Reactants: C1(=CC=CC=C1)S(=O)(=O)N1C2=C(C3=C1C=NC(=C3C=C)C#N)C=CC=N2 (9-benzenesulfonyl-5-vinyl-9H-dipyrido[2,3-b;4′,3′-d]pyrrole-6-carbonitrile). Reagents/catalysts: [Pd] (palladium on carbon). Solvent: C1CCOC1 (THF), IMS. Run at time 3 hour. Yields the product C1(=CC=CC=C1)S(=O)(=O)N1C2=C(C3=C1C=NC(=C3CC)C#N)C=CC=N2 (9-Benzenesulfonyl-5-ethyl-9H-dipyrido[2,3-b;4′,3′-d]pyrrole-6-carbonitrile). The yield is 103.5%. RXN SMILES: [C:1]1([S:7]([N:10]2[C:14]3[CH:15]=[N:16][C:17]([C:21]#[N:22])=[C:18]([CH:19]=[CH2:20])[C:13]=3[C:12]3[CH:23]=[CH:24][CH:25]=[N:26][C:11]2=3)(=[O:9])=[O:8])[CH:6]=[CH:5][CH:4]=[CH:3][CH:2]=1>[Pd].C1COCC1>[C:1]1([S:7]([N:10]2[C:14]3[CH:15]=[N:16][C:17]([C:21]#[N:22])=[C:18]([CH2:19][CH3:20])[C:13]=3[C:12]3[CH:23]=[CH:24][CH:25]=[N:26][C:11]2=3)(=[O:9])=[O:8])[CH:2]=[CH:3][CH:4]=[CH:5][CH:6]=1. Procedure: A mixture of 9-benzenesulfonyl-5-vinyl-9H-dipyrido[2,3-b;4′,3′-d]pyrrole-6-carbonitrile (60 mg 0.16 mmol) and 10% palladium on carbon (20 mg) in THF (4 mL) and IMS (3 mL) was stirred under an atmosphere of hydrogen for 3 h. The reaction vessel was then purged with nitrogen then the reaction mixture was filtered through celite. The celite pad was washed with DCM and then ethyl acetate and the combined filtrate was concentrated in vacuo to yield the title compound as a beige solid (60 mg, 99%). LC... The reactants are C(C)OP(OCC)OCC (triethylphosphite), ClC(=O)OC1=CC=C(C=C1)C(=O)OCC (4-ethoxycarbonylphenyl chloroformate). The product is C(C)OC(=O)C1=CC=C(OC(=O)P(OCC)(OCC)=O)C=C1 (Diethyl 4-(ethoxycarbonyl)phenoxycarbonylphosphonate). As a reaction SMILES: C([O:3][P:4]([O:8][CH2:9][CH3:10])[O:5][CH2:6][CH3:7])C.Cl[C:12]([O:14][C:15]1[CH:20]=[CH:19][C:18]([C:21]([O:23][CH2:24][CH3:25])=[O:22])=[CH:17][CH:16]=1)=[O:13]>>[CH2:24]([O:23][C:21]([C:18]1[CH:19]=[CH:20][C:15]([O:14][C:12]([P:4](=[O:3])([O:5][CH2:6][CH3:7])[O:8][CH2:9][CH3:10])=[O:13])=[CH:16][CH:17]=1)=[O:22])[CH3:25]. Procedure: From 21.6 g (0.13 mole) of triethylphosphite and 22.8 g (0.10 mole) of 4-ethoxycarbonylphenyl chloroformate. (120° C., 2 hours). Yield 26.1 g (88%). Bp0.01 190°-2° C. nD25 1.4890.